Dataset: the Open Reaction Database (ORD), a public repository of structured organic reaction records. Task: describe an organic reaction: reactants, conditions, products, and yield Reactants: CC(=O)NBr, CC(C)=O, Clc1ccc(C2=CCCc3cc(Cl)c(Cl)cc32)cc1, O. The product is OC1(c2ccc(Cl)cc2)c2cc(Cl)c(Cl)cc2CCC1Br. As a reaction SMILES: [Br:21][NH:22][C:23](=[O:24])[CH3:25].[CH3:26][C:27](=[O:28])[CH3:29].[Cl:1][c:2]1[cH:3][c:4]2[c:9]([cH:10][c:11]1[Cl:12])[C:8]([c:13]1[cH:14][cH:15][c:16]([Cl:19])[cH:17][cH:18]1)=[CH:7][CH2:6][CH2:5]2.[OH2:20]>>[Cl:1][c:2]1[cH:3][c:4]2[c:9]([cH:10][c:11]1[Cl:12])[C:8]([c:13]1[cH:14][cH:15][c:16]([Cl:19])[cH:17][cH:18]1)([OH:20])[CH:7]([Br:21])[CH2:6][CH2:5]2. Reactants: O=C(OCCl)OC1CCCCC1, CC(C)=O, [I-], [Na+]. Yields the product O=C(OCI)OC1CCCCC1. As a reaction SMILES: [C:1]([O:2][CH2:3][Cl:4])([O:5][CH:6]1[CH2:7][CH2:8][CH2:9][CH2:10][CH2:11]1)=[O:12].[CH3:15][C:16](=[O:17])[CH3:18].[I-:14].[Na+:13]>>[C:1]([O:2][CH2:3][I:14])([O:5][CH:6]1[CH2:7][CH2:8][CH2:9][CH2:10][CH2:11]1)=[O:12]. Starting materials: COC(=O)c1cc([N+](=O)[O-])c(Oc2ccccc2)c(S(N)(=O)=O)c1, CC(C)=O, CO. The product is COC(=O)c1cc(N)c(Oc2ccccc2)c(S(N)(=O)=O)c1. Reaction SMILES: [CH3:1][O:2][C:3]([c:4]1[cH:5][c:6]([N+:21]([O-:22])=[O:23])[c:7]([O:14][c:15]2[cH:16][cH:17][cH:18][cH:19][cH:20]2)[c:8]([S:10]([NH2:11])(=[O:12])=[O:13])[cH:9]1)=[O:24].[CH3:25][C:26](=[O:27])[CH3:28].[CH3:29][OH:30]>>[CH3:1][O:2][C:3]([c:4]1[cH:5][c:6]([NH2:21])[c:7]([O:14][c:15]2[cH:16][cH:17][cH:18][cH:19][cH:20]2)[c:8]([S:10]([NH2:11])(=[O:12])=[O:13])[cH:9]1)=[O:24]. Reactants: C(C)OC(=O)N1CCC(CC1)C1=CNC2=CN=CC=C21 (4-(1H-pyrrolo[2,3-c]pyridin-3-yl)-piperidine-1-carboxylic acid ethyl ester), solution, BrCC1=COC=C1 (3-bromomethylfurane). Product: C(C)OC(=O)N1CCC(CC1)C1=CN(C2=CN=CC=C21)CCCC (4-(1-butyl-1H-pyrrolo[2,3-c]pyridin-3-yl)-piperidine-1-carboxylic acid ethyl ester). Yield: 43.0%. Reaction SMILES: [CH2:1]([O:3][C:4]([N:6]1[CH2:11][CH2:10][CH:9]([C:12]2[C:20]3[C:15](=[CH:16][N:17]=[CH:18][CH:19]=3)[NH:14][CH:13]=2)[CH2:8][CH2:7]1)=[O:5])[CH3:2].Br[CH2:22][C:23]1[CH:27]=[CH:26]OC=1>>[CH2:1]([O:3][C:4]([N:6]1[CH2:7][CH2:8][CH:9]([C:12]2[C:20]3[C:15](=[CH:16][N:17]=[CH:18][CH:19]=3)[N:14]([CH2:22][CH2:23][CH2:27][CH3:26])[CH:13]=2)[CH2:10][CH2:11]1)=[O:5])[CH3:2]. Reported procedure: This compound was prepared following the procedure described in example 24, part C, starting with 4.9 g (18 mmol) of 4-(1H-pyrrolo[2,3-c]pyridin-3-yl)-piperidine-1-carboxylic acid ethyl ester and 35.4 ml (21.6 mmol) of a 0.61 M solution of 3-bromomethylfurane. After standard work-up and purification, 6.14 g (43% of yield) of 4-(1-butyl-1H-pyrrolo[2,3-c]pyridin-3-yl)-piperidine-1-carboxylic acid ethyl ester were obtained. Reactants: O=C([O-])[O-], C=CCBr, CN(C)C=O, CCOC(C)=O, Cn1c(=O)[nH]c(=O)c2[nH]c(Cl)nc21, [K+], [K+], O. The product is C=CCn1c(Cl)nc2c1c(=O)[nH]c(=O)n2C. RXN SMILES: [C:14](=[O:15])([O-:16])[O-:17].[CH2:20]([CH:21]=[CH2:22])[Br:23].[CH3:24][N:25]([CH3:26])[CH:27]=[O:28].[CH3:29][CH2:30][O:31][C:32](=[O:33])[CH3:34].[Cl:1][c:2]1[n:3][c:4]2[n:5]([CH3:13])[c:6](=[O:12])[nH:7][c:8](=[O:11])[c:9]2[nH:10]1.[K+:18].[K+:19].[OH2:35]>>[Cl:1][c:2]1[n:3][c:4]2[n:5]([CH3:13])[c:6](=[O:12])[nH:7][c:8](=[O:11])[c:9]2[n:10]1[CH2:22][CH:21]=[CH2:20]. Starting materials: 10B, FC(OC1=CC=C(C=C1)CN)(F)F ((4-(trifluoromethoxy)phenyl)methanamine), FC=1C(=C(C=O)C(=CC1)F)OC (3,6-difluoro-2-methoxybenzaldehyde), 10F, 10I. The product is FC=1C(=C(C(=CC1)F)C1CC(C(N1CC1=CC=C(C=C1)OC(F)(F)F)=O)F)OC (rac-(3S*,5S*)-5-(3,6-difluoro-2-methoxyphenyl)-3-fluoro-1-(4-(trifluoromethoxy)benzyl)pyrrolidin-2-one). RXN SMILES: [F:1][C:2]([F:13])([F:12])[O:3][C:4]1[CH:9]=[CH:8][C:7]([CH2:10][NH2:11])=[CH:6][CH:5]=1.[F:14][C:15]1[C:16]([O:24][CH3:25])=[C:17]([C:20]([F:23])=[CH:21][CH:22]=1)[CH:18]=O>>[F:14][C:15]1[C:16]([O:24][CH3:25])=[C:17]([CH:18]2[N:11]([CH2:10][C:7]3[CH:6]=[CH:5][C:4]([O:3][C:2]([F:12])([F:13])[F:1])=[CH:9][CH:8]=3)[C:16](=[O:24])[CH:15]([F:14])[CH2:22]2)[C:20]([F:23])=[CH:21][CH:22]=1. Procedure: Prepared according to the described general procedures 10A2 (GP10A2), 10B (GP10B), 10F (GP10F), and 10I (GP10I) using commercially available (4-(trifluoromethoxy)phenyl)methanamine and synthesized 3,6-difluoro-2-methoxybenzaldehyde. Subsequent purification by preparative HPLC afforded the target compound. LC-MS (conditions A): tR=0.90 min.; [M+H]+: 419.85 g/mol. Reactants: C[O-].[Na+] (sodium methylate), COC(=O)C=1NC(N2C1CN=C(C1=C2C=CC(=C1)Cl)C1=C(C=CC=C1)Cl)=O (8-chloro-6-(2-chlorophenyl)-1,2-dihydro-1-oxo-4H-imidazo[1,5-a][1,4]benzodiazepine-3-carboxylic acid methyl ester), sh 212, C4, CI (methyl iodide), C7. The solvent is CO (methanol), C(C)(=O)O (acetic acid), C(Cl)(Cl)Cl (CHCl3), C(C)O (ethanol), C(C)O (ethanol). Conditions: time 30 minute. Product: C(C)[O-].ClC=1C=CC2=C(C(=NCC=3N2C(N(C3C(=O)OC)C)=O)C3=C(C=CC=C3)Cl)C1 (8-Chloro-6-(2-chlorophenyl)-1,2-dihydro-2-methyl-1-oxo-4H-imidazo[1,5-a][1,4]benzodiazepine-3-carboxylic acid, methyl ester ethanolate). As a reaction SMILES: [CH3:1][O-].[Na+].[CH3:4][O:5][C:6]([C:8]1[NH:9][C:10](=[O:30])[N:11]2[C:17]3[CH:18]=[CH:19][C:20]([Cl:22])=[CH:21][C:16]=3[C:15]([C:23]3[CH:28]=[CH:27][CH:26]=[CH:25][C:24]=3[Cl:29])=[N:14][CH2:13][C:12]=12)=[O:7].CI>CO.C(Cl)(Cl)Cl.C(O)C.C(O)(=O)C>[CH2:6]([O-:5])[CH3:8].[Cl:22][C:20]1[CH:19]=[CH:18][C:17]2[N:11]3[C:10](=[O:30])[N:9]([CH3:1])[C:8]([C:6]([O:5][CH3:4])=[O:7])=[C:12]3[CH2:13][N:14]=[C:15]([C:23]3[CH:28]=[CH:27][CH:26]=[CH:25][C:24]=3[Cl:29])[C:16]=2[CH:21]=1 |f:0.1,8.9|. Reported procedure: A mixture of 1.1 g (0.02 mole) of sodium methylate and 4 g (0.01 mole) of 8-chloro-6-(2-chlorophenyl)-1,2-dihydro-1-oxo-4H-imidazo[1,5-a][1,4]benzodiazepine-3-carboxylic acid methyl ester in 100 ml of methanol was stirred under a drying tube for 30 min. The resulting pale yellow solution was treated with 5 ml of methyl iodide and stirred 5 hours longer at room temperature. After acidifying with acetic acid, the mixture was evaporated to dryness. The brown residue was partitioned between methylen... Starting materials: [Na] (sodium), P(OCC)([O-])[O-] (ethyl phosphite), S(=O)(=O)(OCCCCCCCCCCCCCCCC)C1=CC=C(C)C=C1 (cetyl tosylate). Solvent: O1CCCC1 (tetrahydrofuran). Product: C(CCCCCCCCCCCCCCC)P(O)(O)=O (Cetylphosphonic acid). Isolated yield 60.4%. As a reaction SMILES: [P:1]([O-:6])([O-:5])[O:2]CC.[Na].S(C1C=CC(C)=CC=1)(O[CH2:12][CH2:13][CH2:14][CH2:15][CH2:16][CH2:17][CH2:18][CH2:19][CH2:20][CH2:21][CH2:22][CH2:23][CH2:24][CH2:25][CH2:26][CH3:27])(=O)=O>O1CCCC1>[CH2:27]([P:1](=[O:2])([OH:5])[OH:6])[CH2:26][CH2:25][CH2:24][CH2:23][CH2:22][CH2:21][CH2:20][CH2:19][CH2:18][CH2:17][CH2:16][CH2:15][CH2:14][CH2:13][CH3:12] |^1:6|. Reported procedure: To ethyl phosphite (1.6 g) dissolved in 5 ml of tetrahydrofuran was added sodium (180 mg), and the mixture was dissolved. To this solution was added cetyl tosylate (514 mg), and the mixture was refluxed for ten hours. The reaction solution was concentrated to dryness under reduced pressure. To the residue was added water, which was acidified with concentrated hydrochloric acid, followed by extraction with ether and dried on Na2SO4. From the extract was removed the solvent by evaporation, and the... Reactants: BrCC1=C(C=CC=C1)\C(\C(=O)NC)=N/OC ((E)-2-(2-bromomethylphenyl)-2-methoxyimino-N-methylacetamide), C([O-])([O-])=O.[K+].[K+] (potassium carbonate), CN(C)C=O (DMF), CC1=C(C=C(C=C1)C)O (2,5-dimethylphenol). The yield is 69.9%. As a reaction SMILES: Br[CH2:2][C:3]1[CH:8]=[CH:7][CH:6]=[CH:5][C:4]=1/[C:9](=[N:14]\[O:15][CH3:16])/[C:10]([NH:12][CH3:13])=[O:11].CN(C=O)C.[CH3:22][C:23]1[CH:28]=[CH:27][C:26]([CH3:29])=[CH:25][C:24]=1[OH:30].C(=O)([O-])[O-].[K+].[K+]>O>[CH3:22][C:23]1[CH:28]=[CH:27][C:26]([CH3:29])=[CH:25][C:24]=1[O:30][CH2:2][C:3]1[CH:8]=[CH:7][CH:6]=[CH:5][C:4]=1/[C:9](=[N:14]\[O:15][CH3:16])/[C:10]([NH:12][CH3:13])=[O:11] |f:3.4.5|. Procedure: To (E)-2-(2-bromomethylphenyl)-2-methoxyimino-N-methylacetamide (0.72 g, 2.5 mmol), added were dry DMF (5.0 ml), 2,5-dimethylphenol (0.46 g, 3.75 mmol) and potassium carbonate (0.69 g, 5.0 mmol), and the reaction mixture was stirred at room temperature for 4 hours. Then, water (100 ml) was added to the reaction mixture which was then extracted with ethyl acetate (100 ml). The extract was washed with water (100 ml), dried over anhydrous magnesium sulfate and concentrated under reduced pressure. T... Reaction conditions: time 4 hour. The product is CC1=C(OCC2=C(C=CC=C2)\C(\C(=O)NC)=N/OC)C=C(C=C1)C ((E)-2-[2-(2,5-dimethylphenoxymethyl)phenyl]-2-methoxyimino-N-methylacetamide). The solvent is O (water).